From a dataset of the Open Reaction Database (ORD), a public repository of structured organic reaction records. describe an organic reaction: reactants, conditions, products, and yield The reactants are O=C(n1ccnc1)n1ccnc1, CCNCC, O=C(O)Cn1c(-c2ccc(Cl)cc2)nc2cccnc21, C1CCOC1. Yields the product CCN(CC)C(=O)Cn1c(-c2ccc(Cl)cc2)nc2cccnc21, O. Reaction SMILES: [C:21]([n:22]1[cH:23][cH:24][n:25][cH:26]1)([n:27]1[cH:28][cH:29][n:30][cH:31]1)=[O:32].[CH2:33]([CH3:34])[NH:35][CH2:36][CH3:37].[Cl:1][c:2]1[cH:3][cH:4][c:5](-[c:8]2[n:9][c:10]3[c:11]([n:12][cH:13][cH:14][cH:15]3)[n:16]2[CH2:17][C:18](=[O:19])[OH:20])[cH:6][cH:7]1.[O:38]1[CH2:39][CH2:40][CH2:41][CH2:42]1>>[Cl:1][c:2]1[cH:3][cH:4][c:5](-[c:8]2[n:9][c:10]3[c:11]([n:12][cH:13][cH:14][cH:15]3)[n:16]2[CH2:17][C:18](=[O:20])[N:35]([CH2:33][CH3:34])[CH2:36][CH3:37])[cH:6][cH:7]1.[OH2:19].